Dataset: the Open Reaction Database (ORD), a public repository of structured organic reaction records. Task: describe an organic reaction: reactants, conditions, products, and yield Starting materials: Nc1ccc2c(cnn2Cc2ccccc2)c1, CC#N, Cc1nnc(-c2ccc3c(Cl)ncnc3c2)o1. Yields the product Cl, Cc1nnc(-c2ccc3c(Nc4ccc5c(cnn5Cc5ccccc5)c4)ncnc3c2)o1. RXN SMILES: [CH2:18]([c:19]1[cH:20][cH:21][cH:22][cH:23][cH:24]1)[n:25]1[n:26][cH:27][c:28]2[cH:29][c:30]([NH2:34])[cH:31][cH:32][c:33]12.[CH3:35][C:36]#[N:37].[Cl:1][c:2]1[n:3][cH:4][n:5][c:6]2[cH:7][c:8](-[c:12]3[o:13][c:14]([CH3:17])[n:15][n:16]3)[cH:9][cH:10][c:11]12>>[ClH:1].[c:2]1([NH:34][c:30]2[cH:29][c:28]3[cH:27][n:26][n:25]([CH2:18][c:19]4[cH:20][cH:21][cH:22][cH:23][cH:24]4)[c:33]3[cH:32][cH:31]2)[n:3][cH:4][n:5][c:6]2[cH:7][c:8](-[c:12]3[o:13][c:14]([CH3:17])[n:15][n:16]3)[cH:9][cH:10][c:11]12. Starting materials: O=C[C@H](O)[C@H](O)[C@H](O)CO (D-ribose), C(CCC)N (n-butylamine), ClCCN=C=O (2-chloroethyl isocyanate). Product: ClCCNC(=O)N(C1[C@H](O)[C@H](O)[C@H](O1)CO)CCCC (1-(2-chloroethyl)-3-n-butyl-3-D-ribofuranosylurea). Yield: 80.5%. RXN SMILES: O=[CH:2][C@@H:3]([C@@H:5]([C@@H:7]([CH2:9][OH:10])[OH:8])[OH:6])[OH:4].[CH2:11]([NH2:15])[CH2:12][CH2:13][CH3:14].[Cl:16][CH2:17][CH2:18][N:19]=[C:20]=[O:21]>>[Cl:16][CH2:17][CH2:18][NH:19][C:20]([N:15]([CH2:11][CH2:12][CH2:13][CH3:14])[CH:2]1[O:8][C@H:7]([CH2:9][OH:10])[C@@H:5]([OH:6])[C@H:3]1[OH:4])=[O:21]. Reported procedure: 3.0 g of D-ribose, 1.9 g of n-butylamine and 2.5 g of 2-chloroethyl isocyanate are treated in the same manner as described in Example 5-(1). 5.0 g of 1-(2-chloroethyl)-3-n-butyl-3-D-ribofuranosylurea are thereby obtained as colorless caramel. As a reaction SMILES: [C:38](=[O:39])([O-:40])[O-:41].[CH3:44][CH2:45][O:46][C:47](=[O:48])[CH3:49].[CH3:50][C:51]#[N:52].[Cl:26][c:27]1[n:28][cH:29][c:30]([C:33](=[O:34])[N:35]([CH3:36])[CH3:37])[n:31][cH:32]1.[F:1][CH:2]([O:3][CH2:4][CH:5]([CH3:6])[O:7][c:8]1[cH:9][c:10]([C:11](=[O:12])[NH:13][c:14]2[n:15][cH:16][c:17]([CH3:20])[n:18][cH:19]2)[cH:21][c:22]([OH:24])[cH:23]1)[F:25].[K+:42].[K+:43]>>[F:1][CH:2]([O:3][CH2:4][CH:5]([CH3:6])[O:7][c:8]1[cH:9][c:10]([C:11](=[O:12])[NH:13][c:14]2[n:15][cH:16][c:17]([CH3:20])[n:18][cH:19]2)[cH:21][c:22]([O:24][c:27]2[n:28][cH:29][c:30]([C:33](=[O:34])[N:35]([CH3:36])[CH3:37])[n:31][cH:32]2)[cH:23]1)[F:25]. Yields the product Cc1cnc(NC(=O)c2cc(Oc3cnc(C(=O)N(C)C)cn3)cc(OC(C)COC(F)F)c2)cn1. Starting materials: O=C([O-])[O-], CCOC(C)=O, CC#N, CN(C)C(=O)c1cnc(Cl)cn1, Cc1cnc(NC(=O)c2cc(O)cc(OC(C)COC(F)F)c2)cn1, [K+], [K+]. Starting materials: C(CCCCCCC)[O-].[Li+] (Lithium octanolate), C(CCCCCCC)O (1-octanol), C(CCC)[Li] (n-butyllithium), BrC1=NC=C(C=C1F)Br (2,5-dibromo-3-fluoropyridine). Run in CCCCCC (n-hexane), O1CCCC1 (tetrahydrofuran), O1CCCC1 (tetrahydrofuran). Yields the product BrC=1C=C(C(=NC1)OCCCCCCCC)F (5-bromo-3-fluoro-2-octyloxypyridine). RXN SMILES: [CH2:1]([O-:9])[CH2:2][CH2:3][CH2:4][CH2:5][CH2:6][CH2:7][CH3:8].[Li+].C(O)CCCCCCC.C([Li])CCC.Br[C:26]1[C:31]([F:32])=[CH:30][C:29]([Br:33])=[CH:28][N:27]=1>CCCCCC.O1CCCC1>[Br:33][C:29]1[CH:30]=[C:31]([F:32])[C:26]([O:9][CH2:1][CH2:2][CH2:3][CH2:4][CH2:5][CH2:6][CH2:7][CH3:8])=[N:27][CH:28]=1 |f:0.1|. Procedure details: Lithium octanolate (prepared in advance from 13.02 g (100.00 mmol) of 1-octanol and 69 ml (110.00 mmol) of a 1.6 molar n-butyllithium solution in n-hexane at 0° C. in 40 ml of tetrahydrofuran) and 25.49 g (100.00 mmol) of 2,5-dibromo-3-fluoropyridine are refluxed for 7 hours in 40 ml of tetrahydrofuran. The mixture is subsequently partitioned between aqueous sodium chloride solution and ether, and the ether phase is washed twice with aqueous sodium chloride solution, dried over sodium sulfate, f... Reactants: NC1=C(CO)C(=CC=C1)C (2-amino-6-methylbenzyl alcohol), CN=C=O (methyl isocyanate). Run in C1=CC=CC=C1 (benzene). Reaction conditions: time 15 minute. Product: CC1=CC=CC(=C1CO)NC(=O)NC (6-methyl-2-(3-methyl ureido)benzyl alcohol). Isolated yield 64.1%. Reaction SMILES: [NH2:1][C:2]1[CH:9]=[CH:8][CH:7]=[C:6]([CH3:10])[C:3]=1[CH2:4][OH:5].[CH3:11][N:12]=[C:13]=[O:14]>C1C=CC=CC=1>[CH3:10][C:6]1[C:3]([CH2:4][OH:5])=[C:2]([NH:1][C:13]([NH:12][CH3:11])=[O:14])[CH:9]=[CH:8][CH:7]=1. Reported procedure: A mixture of 2-amino-6-methylbenzyl alcohol (0.274 g) and methyl isocyanate (0.11 g) in benzene (5.2 ml) was stirred at room temperature for 15 minutes. The resulting precipitates were collected by filtration and dried to give 6-methyl-2-(3-methyl ureido)benzyl alcohol (0.24 g). The reactants are [BH4-].[Na+] (sodium borohydride), BrCC1=CC=C(C=C1)C1=C(C=CC=C1)C=1N=NN(N1)C(C1=CC=CC=C1)(C1=CC=CC=C1)C1=CC=CC=C1 (5-(4'-bromomethyl-1,1'-biphenyl-2-yl)-2triphenylmethyl-2H-tetrazole), C(CCC)C=1NC(=C(N1)Cl)C=O (2-n-butyl-4-chloro-1H-imidazole-5-carboxaldehyde), C([O-])([O-])=O.[K+].[K+] (potassium carbonate). The solvent is CN(C(C)=O)C (N,N-dimethylacetamide). Conditions: temperature 25 celsius, time 8 hour. The product is C(CCC)C=1N(C(=C(N1)Cl)CO)CC1=CC=C(C=C1)C1=C(C=CC=C1)C=1N=NN(N1)C(C1=CC=CC=C1)(C1=CC=CC=C1)C1=CC=CC=C1 (2-n-butyl-4-chloro-1-[(2'-(2-triphenylmethyl-2H-tetrazol-5-yl)-1,1'-biphenyl-4-yl)methyl]-1H-imidazole-5-methanol). RXN SMILES: Br[CH2:2][C:3]1[CH:8]=[CH:7][C:6]([C:9]2[CH:14]=[CH:13][CH:12]=[CH:11][C:10]=2[C:15]2[N:16]=[N:17][N:18]([C:20]([C:33]3[CH:38]=[CH:37][CH:36]=[CH:35][CH:34]=3)([C:27]3[CH:32]=[CH:31][CH:30]=[CH:29][CH:28]=3)[C:21]3[CH:26]=[CH:25][CH:24]=[CH:23][CH:22]=3)[N:19]=2)=[CH:5][CH:4]=1.[CH2:39]([C:43]1[NH:44][C:45]([CH:49]=[O:50])=[C:46]([Cl:48])[N:47]=1)[CH2:40][CH2:41][CH3:42].C(=O)([O-])[O-].[K+].[K+].[BH4-].[Na+]>CN(C)C(=O)C>[CH2:39]([C:43]1[N:44]([CH2:2][C:3]2[CH:8]=[CH:7][C:6]([C:9]3[CH:14]=[CH:13][CH:12]=[CH:11][C:10]=3[C:15]3[N:16]=[N:17][N:18]([C:20]([C:33]4[CH:38]=[CH:37][CH:36]=[CH:35][CH:34]=4)([C:27]4[CH:32]=[CH:31][CH:30]=[CH:29][CH:28]=4)[C:21]4[CH:26]=[CH:25][CH:24]=[CH:23][CH:22]=4)[N:19]=3)=[CH:5][CH:4]=2)[C:45]([CH2:49][OH:50])=[C:46]([Cl:48])[N:47]=1)[CH2:40][CH2:41][CH3:42] |f:2.3.4,5.6|. Reported procedure: A mixture of 5-(4'-bromomethyl-1,1'-biphenyl-2-yl)-2triphenylmethyl-2H-tetrazole (0.102 m=63.1 g), 2-n-butyl-4-chloro-1H-imidazole-5-carboxaldehyde (0.113 m=21.1 g) and anhydrous potassium carbonate (0.135 m=18.6 g) in 251 g of N,N-dimethylacetamide was stirred at 0°-5° C. for 8 hours and the temperature of the reaction was raised to 25° C. for an additional 4 hours. Normally the product of this step was not isolated but reduced with sodium borohydride to give 2-n-butyl-4-chloro-1-[(2'-(2-triphe... Reactants: [OH-].[Na+] (NaOH), IC=1C=CC(=C(C1)S(=O)(=O)N)N (5-Iodo-2-aminobenzenesulfonamide), IC=1C=CC(=C(C1)S(=O)(=O)N)N (5-Iodo-2-aminobenzenesulfonamide), C(C)OC=C (ethylvinylether), [Li]C(C)(C)C (t-BuLi), C(CN(CC(=O)O)CC(=O)O)N(CC(=O)O)CC(=O)O (EDTA). Reagents/catalysts: C=1C=CC(=CC1)[P](C=2C=CC=CC2)(C=3C=CC=CC3)[Pd]([P](C=4C=CC=CC4)(C=5C=CC=CC5)C=6C=CC=CC6)([P](C=7C=CC=CC7)(C=8C=CC=CC8)C=9C=CC=CC9)[P](C=1C=CC=CC1)(C=1C=CC=CC1)C=1C=CC=CC1 (Pd(PPh3)4), [Cl-].[Cl-].[Zn+2] (ZnCl2). Run in C1CCOC1 (THF), CCCCCC (n-hexane). Reaction conditions: temperature -78 celsius, time 1 hour. Product: C(C)(=O)C=1C=CC(=C(C1)S(=O)(=O)N)N (5-acetyl-2-aminobenzenesulfonamide). The yield is 73.9%. Reaction SMILES: [CH2:1]([O:3]C=C)[CH3:2].[Li]C(C)(C)C.I[C:12]1[CH:13]=[CH:14][C:15]([NH2:22])=[C:16]([S:18]([NH2:21])(=[O:20])=[O:19])[CH:17]=1.C(N(CC(O)=O)CC(O)=O)CN(CC(O)=O)CC(O)=O.[OH-].[Na+]>C1COCC1.[Cl-].[Cl-].[Zn+2].C1C=CC([P]([Pd]([P](C2C=CC=CC=2)(C2C=CC=CC=2)C2C=CC=CC=2)([P](C2C=CC=CC=2)(C2C=CC=CC=2)C2C=CC=CC=2)[P](C2C=CC=CC=2)(C2C=CC=CC=2)C2C=CC=CC=2)(C2C=CC=CC=2)C2C=CC=CC=2)=CC=1.CCCCCC>[C:1]([C:12]1[CH:13]=[CH:14][C:15]([NH2:22])=[C:16]([S:18]([NH2:21])(=[O:20])=[O:19])[CH:17]=1)(=[O:3])[CH3:2] |f:4.5,7.8.9,^1:56,58,77,96|. Reported procedure: To a solution of ethylvinylether (5.8 ml, 60 mmol) in dry THF (50 ml) at −78° C. was added t-BuLi (1.7 M in pentane, 25 ml, 40 mmol) and the yellow mixture was stirred for 1 h at −78° C. The cooling bath was removed and the mixture was warmed slowly to 0° C. and stirred for another 30 min. The mixture was recooled to −78° C. and a solution of ZnCl2 (2M in THF, 20 ml, 40 mmol) was added slowly and the cooling bath was removed and warmed to 20° C. 5-Iodo-2-aminobenzenesulfonamide (see compound 37)...